describe an organic reaction: reactants, conditions, products, and yield From a dataset of the Open Reaction Database (ORD), a public repository of structured organic reaction records. Reactants: BrB(Br)Br, O=C([O-])O, COc1cccc(C2CNc3ccccc32)c1, ClCCl, ClCCl, [Na+], O. Yields the product Oc1cccc(C2CNc3ccccc32)c1. RXN SMILES: [B:21]([Br:22])([Br:23])[Br:24].[C:26](=[O:27])([OH:28])[O-:29].[CH3:1][O:2][c:3]1[cH:4][c:5]([CH:9]2[CH2:10][NH:11][c:12]3[cH:13][cH:14][cH:15][cH:16][c:17]32)[cH:6][cH:7][cH:8]1.[Cl:18][CH2:19][Cl:20].[Cl:31][CH2:32][Cl:33].[Na+:30].[OH2:25]>>[OH:2][c:3]1[cH:4][c:5]([CH:9]2[CH2:10][NH:11][c:12]3[cH:13][cH:14][cH:15][cH:16][c:17]32)[cH:6][cH:7][cH:8]1. Starting materials: BrC1=CC(=CC=2CCOC21)S(=O)(=O)C2=CC=C(C=C2)C (7-bromo-5-[(4-methylphenyl)sulfonyl]-2,3-dihydro-1-benzofuran), BrC1=CC(=CC=2CCOC21)S(=O)(=O)C2=CC=C(C=C2)C (7-bromo-5-[(4-methylphenyl)sulfonyl]-2,3-dihydro-1-benzofuran), C1CC(=O)N(C1=O)Br (NBS), C(C1=CC=CC=C1)(=O)OOC(C1=CC=CC=C1)=O (dibenzoylperoxide), TEA. Run in C(Cl)(Cl)(Cl)Cl (carbon tetrachloride), CCOC(=O)C.CCCCCC (EtOAc hexane). Conditions: temperature 80 celsius. Yields the product BrC1=CC(=CC=2C=COC21)S(=O)(=O)C2=CC=C(C=C2)C (7-Bromo-5-[(4-methylphenyl)sulfonyl]-1-benzofuran). Reaction SMILES: [Br:1][C:2]1[C:10]2[O:9][CH2:8][CH2:7][C:6]=2[CH:5]=[C:4]([S:11]([C:14]2[CH:19]=[CH:18][C:17]([CH3:20])=[CH:16][CH:15]=2)(=[O:13])=[O:12])[CH:3]=1.C1C(=O)N(Br)C(=O)C1.C(OOC(=O)C1C=CC=CC=1)(=O)C1C=CC=CC=1>C(Cl)(Cl)(Cl)Cl.CCOC(C)=O.CCCCCC>[Br:1][C:2]1[C:10]2[O:9][CH:8]=[CH:7][C:6]=2[CH:5]=[C:4]([S:11]([C:14]2[CH:19]=[CH:18][C:17]([CH3:20])=[CH:16][CH:15]=2)(=[O:13])=[O:12])[CH:3]=1 |f:4.5|. Reported procedure: A mixture of 7-bromo-5-[(4-methylphenyl)sulfonyl]-2,3-dihydro-1-benzofuran (353 mg, 1 mmol; Intermediate 78), NBS (178 mg, 1 mmol) and dibenzoylperoxide (24 mg, 0.1 mmol) in carbon tetrachloride (20 mL) was heated to 80° C. for 2 h. TEA (2 mL) was added and the mixture was heated for another 2 h. Flash chromatography using EtOAc/hexane 10:90→25:75 as eluent gave the title product as a white crystalline material. Yield: 130 mg (37%). 1H NMR (400 MHz, CDCl3) δ 2.39 (s, 3H), 6.93 (d, 1H), 7.30 (d, ... Starting materials: OC1=C2CCCC(C2=CC=C1)=O (5-hydroxy-1-oxotetraline), ClCCCN1CCN(CC1)CC1=C(C=CC=C1)OCC (1-(3-chloropropyl)-4-(2-ethoxybenzyl)-piperazine), C1(=C(C(=C(C(=C1F)F)F)N)F)N.Cl.Cl (dihydrochloride). Product: C(C)OC1=C(CN2CCN(CC2)CCCOC2=C3CCCC(C3=CC=C2)=O)C=CC=C1 (5-{3-[4-(2-ethoxybenzyl)-1-piperazinyl]-propoxy}-3,4-dihydro-2H-naphthalene-1-one). The yield is 64.3%. RXN SMILES: [OH:1][C:2]1[CH:11]=[CH:10][CH:9]=[C:8]2[C:3]=1[CH2:4][CH2:5][CH2:6][C:7]2=[O:12].Cl[CH2:14][CH2:15][CH2:16][N:17]1[CH2:22][CH2:21][N:20]([CH2:23][C:24]2[CH:29]=[CH:28][CH:27]=[CH:26][C:25]=2[O:30][CH2:31][CH3:32])[CH2:19][CH2:18]1.C1(N)C(F)=C(F)C(F)=C(N)C=1F.Cl.Cl>>[CH2:31]([O:30][C:25]1[CH:26]=[CH:27][CH:28]=[CH:29][C:24]=1[CH2:23][N:20]1[CH2:19][CH2:18][N:17]([CH2:16][CH2:15][CH2:14][O:1][C:2]2[CH:11]=[CH:10][CH:9]=[C:8]3[C:3]=2[CH2:4][CH2:5][CH2:6][C:7]3=[O:12])[CH2:22][CH2:21]1)[CH3:32] |f:2.3.4|. Reported procedure: from 5-hydroxy-1-oxotetraline and 1-(3-chloropropyl)-4-(2-ethoxybenzyl)-piperazine; yield 64.3% of theory; m.p. of the dihydrochloride (recrystallized from ethanol) 223°C; Starting materials: [BH4-].[Na+] (Sodium borohydride), C(C)(C)(C)OC(=O)N1C[C@@H](C[C@@H](C1)N(CC(C)C)C(=O)C1=NC2=C(N1CCCCOC)C=C(C=C2)F)C(=O)O ((3R,5S)-1-(tert-butoxycarbonyl)-5-[{[6-fluoro-1-(4-methoxybutyl)-1H-benzimidazol-2-yl]carbonyl}(2-methylpropyl)amino]piperidine-3-carboxylic acid), CN1CCOCC1 (4-methylmorpholine), C(OCC)(=O)Cl (ethyl chlorocarbonate). Run in CO (methanol), C1CCOC1 (THF), C([O-])(O)=O.[Na+] (sodium bicarbonate). Run at time 1 hour. Product: FC=1C=CC2=C(N(C(=N2)C(=O)N([C@@H]2CN(C[C@@H](C2)CO)C(=O)OC(C)(C)C)CC(C)C)CCCCOC)C1 (tert-butyl (3S,5R)-3-[{[6-fluoro-1-(4-methoxybutyl)-1H-benzimidazol-2-yl]carbonyl}(2-methylpropyl)amino]-5-(hydroxymethyl)piperidine-1-carboxylate). The yield is 68.2%. RXN SMILES: [C:1]([O:5][C:6]([N:8]1[CH2:13][C@@H:12]([N:14]([C:19]([C:21]2[N:25]([CH2:26][CH2:27][CH2:28][CH2:29][O:30][CH3:31])[C:24]3[CH:32]=[C:33]([F:36])[CH:34]=[CH:35][C:23]=3[N:22]=2)=[O:20])[CH2:15][CH:16]([CH3:18])[CH3:17])[CH2:11][C@@H:10]([C:37](O)=[O:38])[CH2:9]1)=[O:7])([CH3:4])([CH3:3])[CH3:2].CN1CCOCC1.C(Cl)(=O)OCC.[BH4-].[Na+]>C1COCC1.C(=O)(O)[O-].[Na+].CO>[F:36][C:33]1[CH:34]=[CH:35][C:23]2[N:22]=[C:21]([C:19]([N:14]([CH2:15][CH:16]([CH3:18])[CH3:17])[C@H:12]3[CH2:11][C@@H:10]([CH2:37][OH:38])[CH2:9][N:8]([C:6]([O:5][C:1]([CH3:3])([CH3:2])[CH3:4])=[O:7])[CH2:13]3)=[O:20])[N:25]([CH2:26][CH2:27][CH2:28][CH2:29][O:30][CH3:31])[C:24]=2[CH:32]=1 |f:3.4,6.7|. Reported procedure: To a solution of (3R,5S)-1-(tert-butoxycarbonyl)-5-[{[6-fluoro-1-(4-methoxybutyl)-1H-benzimidazol-2-yl]carbonyl}(2-methylpropyl)amino]piperidine-3-carboxylic acid (274 mg) and 4-methylmorpholine (66 μl) in THF (5 ml) was added dropwise ethyl chlorocarbonate (57 μl) at 0° C., and the mixture was stirred at the same temperature for 1 hr. Sodium borohydride (57 mg) and methanol (1 ml) were added to the reaction mixture, and the mixture was stirred at 0° C. for 1 hr. The reaction mixture was diluted... Starting materials: N(=O)[O-].[Na+] (NaNO2), O.O.Cl[Sn]Cl (SnCl2.2H2O), NC1=CC=C(CC#N)C=C1 (4-aminobenzyl cyanide). Solvent: Cl (HCl), Cl (HCl). Run at temperature -10 celsius. Yields the product Cl.N(N)C1=CC=C(CC#N)C=C1 (4-Hydrazinobenzylcyanide. Hydrochloride). Yield: 100.0%. RXN SMILES: [N:1]([O-])=O.[Na+].[NH2:5][C:6]1[CH:14]=[CH:13][C:9]([CH2:10][C:11]#[N:12])=[CH:8][CH:7]=1.O.O.[Cl:17][Sn]Cl>Cl>[ClH:17].[NH:5]([C:6]1[CH:14]=[CH:13][C:9]([CH2:10][C:11]#[N:12])=[CH:8][CH:7]=1)[NH2:1] |f:0.1,3.4.5,7.8|. Reported procedure: A solution of NaNO2 (80 g, 1.16 mol) was added dropwise to a cooled (-10° C.), stirred, suspension of 4-aminobenzyl cyanide (153.5 g, 1.16 mol) in concentrated HCl (1500 ml), at such a rate that the temperature did not rise above -10° C. The mixture was stirred at -10° C. for 0.25 h before being filtered rapidly under vacuum into an addition funnel. The solution was added portionwise over a 0.25 h period to a rapidly stirred mixture of SnCl2.2H2O (1.05 kg, 4.64 mol) in concentrated HCl (800 ml) ... The reactants are O=c1cc(C(F)(F)F)[nH]c(=O)n1-c1cc(OCCF)c(Br)cc1F, CN(C)C=O, [H-], NOc1ccc([N+](=O)[O-])cc1[N+](=O)[O-], [Na+], O. The product is Nn1c(C(F)(F)F)cc(=O)n(-c2cc(OCCF)c(Br)cc2F)c1=O. RXN SMILES: [Br:1][c:2]1[cH:3][c:4]([F:24])[c:5](-[n:12]2[c:13](=[O:23])[nH:14][c:15]([C:19]([F:20])([F:21])[F:22])[cH:16][c:17]2=[O:18])[cH:6][c:7]1[O:8][CH2:9][CH2:10][F:11].[CH3:42][N:43]([CH3:44])[CH:45]=[O:46].[H-:25].[N+:27]([c:28]1[cH:29][c:30]([N+:31]([O-:32])=[O:33])[cH:34][cH:35][c:36]1[O:37][NH2:38])([O-:39])=[O:40].[Na+:26].[OH2:41]>>[Br:1][c:2]1[cH:3][c:4]([F:24])[c:5](-[n:12]2[c:13](=[O:23])[n:14]([NH2:27])[c:15]([C:19]([F:20])([F:21])[F:22])[cH:16][c:17]2=[O:18])[cH:6][c:7]1[O:8][CH2:9][CH2:10][F:11]. The reactants are C(C=C)(=O)O (acrylic acid), S(O)(O)(=O)=O (sulfuric acid), C1(O)=CC=C(O)C=C1 (hydroquinone), C1(=CC=CC=C1)C (toluene). The product is ( 6 ), C1(=CC=CC=C1)C1=C(C=CC=C1)O (o-phenylphenol), C1CO1 (ethylene oxide). As a reaction SMILES: [C:1]([OH:5])(=O)[CH:2]=C.S(=O)(=O)(O)O.[C:11]1([CH:18]=[CH:17][C:15]([OH:16])=[CH:14][CH:13]=1)O.[C:19]1(C)[CH:24]=[CH:23][CH:22]=[CH:21][CH:20]=1>>[C:19]1([C:17]2[CH:18]=[CH:11][CH:13]=[CH:14][C:15]=2[OH:16])[CH:24]=[CH:23][CH:22]=[CH:21][CH:20]=1.[CH2:1]1[O:5][CH2:2]1. Procedure: 258 parts of a compound represented by formula (6) ##STR8## (produced by Sanyo Chemical Industries, Ltd., reaction product of 1 mol of o-phenylphenol and 2 mol of ethylene oxide, trade name: Newpol OPE-20, OH value 217.5), 86.5 parts of acrylic acid, 300 parts of toluene, 21 parts of sulfuric acid and 5 parts of hydroquinone were charged and the mixture was heated. The produced water was distilled out together with the solvent, condensed and collected in a separator. When 18 parts of water was c... The reactants are CI (methyl iodide), CI (methyl iodide), ClC=1C=C2C(=[N+](C(NC2=CC1)=O)[O-])C1=CC=CC=C1 (6-chloro-4-phenyl-2(1H)quinazolinone 3-oxide), C([O-])([O-])=O.[K+].[K+] (potassium carbonate), [K] (potassium). Run in CN(C=O)C (N,N-dimethylformamide). Conditions: time 1 hour. Yields the product ClC=1C=C2C(=[N+](C(N(C2=CC1)C)=O)[O-])C1=CC=CC=C1 (6-chloro-1-methyl-4-phenyl-2(1H)quinazolinone 3-oxide). The yield is 80.0%. Reaction SMILES: [Cl:1][C:2]1[CH:3]=[C:4]2[C:9](=[CH:10][CH:11]=1)[NH:8][C:7](=[O:12])[N+:6]([O-:13])=[C:5]2[C:14]1[CH:19]=[CH:18][CH:17]=[CH:16][CH:15]=1.[C:20](=O)([O-])[O-].[K+].[K+].[K].CI>CN(C)C=O>[Cl:1][C:2]1[CH:3]=[C:4]2[C:9](=[CH:10][CH:11]=1)[N:8]([CH3:20])[C:7](=[O:12])[N+:6]([O-:13])=[C:5]2[C:14]1[CH:19]=[CH:18][CH:17]=[CH:16][CH:15]=1 |f:1.2.3,^1:25|. Procedure details: A mixture of 125 g (0.458 mole) of 6-chloro-4-phenyl-2(1H)quinazolinone 3-oxide, 3,250 ml of N,N-dimethylformamide and 75 g of powdered anhydrous potassium carbonate was heated to 50°. After heating for approximately 30 minutes at this temperature, an increased solubility of the suspended solid due to formation of the potassium salt of I was observed. At this point, 150 g (65.8 ml) of methyl iodide was added dropwise at a fast rate. The reaction with the methyl iodide was somewhat exothermic and...